From a dataset of the Open Reaction Database (ORD), a public repository of structured organic reaction records. describe an organic reaction: reactants, conditions, products, and yield The reactants are C(C1=CC=CC=C1)N1CCN(CC(C1)CO)CC1=CC=CC=C1 ((1,4-dibenzyl-[1,4]-diazepan-6-yl)-methanol). The reagents and catalysts are [Pd] (palladium on activated charcoal). The solvent is CO (methanol). Yields the product N1CCNCC(C1)CO ([1,4]-Diazepan-6-yl-methanol). As a reaction SMILES: C([N:8]1[CH2:14][CH:13]([CH2:15][OH:16])[CH2:12][N:11](CC2C=CC=CC=2)[CH2:10][CH2:9]1)C1C=CC=CC=1>CO.[Pd]>[NH:8]1[CH2:14][CH:13]([CH2:15][OH:16])[CH2:12][NH:11][CH2:10][CH2:9]1. Procedure: 2.26 g (7.3 mmol) of (1,4-dibenzyl-[1,4]-diazepan-6-yl)-methanol are dissolved in 150 ml of methanol and hydrogenated at room temperature and normal pressure in the presence of 0.5 g of 10% palladium on activated charcoal. [1,4]-Diazepan-6-yl-methanol is obtained in the form of a light yellow oil by filtration and concentration of the filtrate. Starting materials: Cc1ccc(C=O)c(C)c1, CC(C)c1ccc(N)cc1. Product: Cc1ccc(CNc2ccc(C(C)C)cc2)c(C)c1. Reaction SMILES: [CH3:1][c:2]1[c:3]([CH:4]=[O:5])[cH:6][cH:7][c:8]([CH3:10])[cH:9]1.[CH:11]([CH3:12])([CH3:13])[c:14]1[cH:15][cH:16][c:17]([NH2:18])[cH:19][cH:20]1>>[CH3:1][c:2]1[c:3]([CH2:4][NH:18][c:17]2[cH:16][cH:15][c:14]([CH:11]([CH3:12])[CH3:13])[cH:20][cH:19]2)[cH:6][cH:7][c:8]([CH3:10])[cH:9]1. Starting materials: [OH-].[Li+] (lithium hydroxide), C(C)O\C(\C(=O)OCC)=C/C=1C=NC(=CC1)C1=CC(=CC=C1)N(C(=O)NCCCCCCC)C (ethyl (Z)-2-ethoxy-3-{6-[3-(3-heptyl-1-methylureido)phenyl]pyrid-3-yl}acrylate), C(C)(=O)O (acetic acid), O (water). Solvent: O1CCCC1 (tetrahydrofuran), C(C)(=O)OCC (ethyl acetate). Reaction conditions: temperature 68 celsius, time 24 hour. The product is C(C)O\C(\C(=O)O)=C/C=1C=NC(=CC1)C1=CC(=CC=C1)N(C(=O)NCCCCCCC)C ((Z)-2-ethoxy-3-{6-[3-(3-heptyl-1-methylureido)phenyl]pyrid-3-yl}acrylic acid). The yield is 45.5%. RXN SMILES: [OH-].[Li+].[CH2:3]([O:5]/[C:6](=[CH:12]\[C:13]1[CH:14]=[N:15][C:16]([C:19]2[CH:24]=[CH:23][CH:22]=[C:21]([N:25]([CH3:36])[C:26]([NH:28][CH2:29][CH2:30][CH2:31][CH2:32][CH2:33][CH2:34][CH3:35])=[O:27])[CH:20]=2)=[CH:17][CH:18]=1)/[C:7]([O:9]CC)=[O:8])[CH3:4].C(O)(=O)C.O>O1CCCC1.C(OCC)(=O)C>[CH2:3]([O:5]/[C:6](=[CH:12]\[C:13]1[CH:14]=[N:15][C:16]([C:19]2[CH:24]=[CH:23][CH:22]=[C:21]([N:25]([CH3:36])[C:26]([NH:28][CH2:29][CH2:30][CH2:31][CH2:32][CH2:33][CH2:34][CH3:35])=[O:27])[CH:20]=2)=[CH:17][CH:18]=1)/[C:7]([OH:9])=[O:8])[CH3:4] |f:0.1|. Procedure details: 0.4 mL (0.45 mmol) of aqueous 1 M lithium hydroxide solution is added to a solution of 0.14 g (0.3 mmol) of ethyl (Z)-2-ethoxy-3-{6-[3-(3-heptyl-1-methylureido)phenyl]pyrid-3-yl}acrylate in 6 mL of tetrahydrofuran. The reaction mixture is stirred at 68° C. for 24 hours. After cooling, the reaction is worked up by addition of 0.45 mL (0.45 mmol) of aqueous 1 M acetic acid solution and 10 mL of water and extraction with ethyl acetate. The organic phases are combined, washed with saturated sodium c... Reactants: CC1CC2=C(O1)C=CC=C2 (2,3-dihydro-2-methylbenzo[b]furan), O (water), C([O-])(O)=O.[Na+] (sodium bicarbonate), BrBr (bromine), ice. Solvent: C(Cl)Cl (methylene chloride), C(Cl)Cl (methylene chloride). Conditions: time 2 hour. Yields the product BrC1=CC2=C(OC(C2)C)C=C1 (5-bromo-2,3-dihydro-2-methylbenzo[b]furan). As a reaction SMILES: [Br:1]Br.[CH3:3][CH:4]1[O:8][C:7]2[CH:9]=[CH:10][CH:11]=[CH:12][C:6]=2[CH2:5]1.O.C(=O)(O)[O-].[Na+]>C(Cl)Cl>[Br:1][C:11]1[CH:10]=[CH:9][C:7]2[O:8][CH:4]([CH3:3])[CH2:5][C:6]=2[CH:12]=1 |f:3.4|. Procedure: A solution of 215 ml of bromine in 450 ml of methylene chloride is added dropwise over 21/2 hours to an ice-cooled mixture of 562.3 g of 2,3-dihydro-2-methylbenzo[b]furan, 1600 ml of methylene chloride, 1600 ml of water and 352.5 g of sodium bicarbonate. After the mixture has been stirred for another 11/2 hours at the same temperature, the aqueous phase is separated and extracted with two 300 ml portions of methylene chloride. The combined organic phases are washed with 2×250 ml of water, dried ... Starting materials: C(C)OC(CC1CCN(CC1)C1=NC=C(C=C1[N+](=O)[O-])S(=O)(=O)C)=O ((5′-methanesulfonyl-3′-nitro-3,4,5,6-tetrahydro-2H-[1,2′]bipyridinyl-4-yl)-acetic acid ethyl ester), C(C)O (ethanol). The reagents and catalysts are [Pd] (palladium on carbon). The solvent is C(C)(=O)OCC (ethyl acetate). Yields the product C(C)OC(CC1CCN(CC1)C1=NC=C(C=C1N)S(=O)(=O)C)=O ((3′-amino-5′-methanesulfonyl-3,4,5,6-tetrahydro-2H-[1,2′]bipyridinyl-4-yl)-acetic acid ethyl ester). Yield: 102.6%. Reaction SMILES: [CH2:1]([O:3][C:4](=[O:25])[CH2:5][CH:6]1[CH2:11][CH2:10][N:9]([C:12]2[C:17]([N+:18]([O-])=O)=[CH:16][C:15]([S:21]([CH3:24])(=[O:23])=[O:22])=[CH:14][N:13]=2)[CH2:8][CH2:7]1)[CH3:2].C(O)C>[Pd].C(OCC)(=O)C>[CH2:1]([O:3][C:4](=[O:25])[CH2:5][CH:6]1[CH2:11][CH2:10][N:9]([C:12]2[C:17]([NH2:18])=[CH:16][C:15]([S:21]([CH3:24])(=[O:23])=[O:22])=[CH:14][N:13]=2)[CH2:8][CH2:7]1)[CH3:2]. Procedure details: A solution of 1.75 g (4.71 mmol) of (5′-methanesulfonyl-3′-nitro-3,4,5,6-tetrahydro-2H-[1,2′]bipyridinyl-4-yl)-acetic acid ethyl ester in a 1:1 mixture of ethanol:ethyl acetate (150 mL) is shaken over 1.0 g (0.94 mmol) of 10% palladium on carbon under an atmosphere of hydrogen overnight. The mixture is filtered through a pad of diatomaceous earth and concentrated under reduced pressure to provide 1.65 g (100%) of (3′-amino-5′-methanesulfonyl-3,4,5,6-tetrahydro-2H-[1,2′]bipyridinyl-4-yl)-acetic a... Procedure: 5-Cyano-2,3-dihydro-3,3-dimethyl-2-hydroxybenzofuran (2.0 g), prepared as in Example 10, was dissolved in methanol (10 ml) and added to sodium hydroxide (1.7 g) in water (25 ml) at 10°-15° C. with stirring. To this solution was added sodium borohydride (0.5 g), and the mixture was stirred at ambient temperature for 11/2 hours. After acidification with hydrochloric acid (6 ml) at 8°-12° C., the mixture was filtered and the product washed with water and dried yielding 1.8 g. Recrystallisation from... Product: OC1=C(C=C(C=C1)C#N)C(CO)(C)C (2-(2-Hydroxy-5-cyanophenyl)-2-methyl-1-propanol). Reactants: C(#N)C=1C=CC2=C(C(C(O2)O)(C)C)C1 (5-Cyano-2,3-dihydro-3,3-dimethyl-2-hydroxybenzofuran), [OH-].[Na+] (sodium hydroxide), [BH4-].[Na+] (sodium borohydride). The solvent is O (water), CO (methanol). The yield is 59.4%. RXN SMILES: [C:1]([C:3]1[CH:4]=[CH:5][C:6]2[O:10][CH:9]([OH:11])[C:8]([CH3:13])([CH3:12])[C:7]=2[CH:14]=1)#[N:2].[OH-].[Na+].[BH4-].[Na+]>CO.O>[OH:10][C:6]1[CH:5]=[CH:4][C:3]([C:1]#[N:2])=[CH:14][C:7]=1[C:8]([CH3:13])([CH3:12])[CH2:9][OH:11] |f:1.2,3.4|. Reactants: CC(C)=O, O=C(Cl)OCc1ccccc1, NC(CCC(=O)O)C(=O)O, [Na+], [OH-]. Product: O=C(O)CCC(NC(=O)OCc1ccccc1)C(=O)O. RXN SMILES: [CH3:22][C:23](=[O:24])[CH3:25].[Cl:11][C:12](=[O:13])[O:14][CH2:15][c:16]1[cH:17][cH:18][cH:19][cH:20][cH:21]1.[NH2:1][CH:2]([CH2:3][CH2:4][C:5](=[O:6])[OH:7])[C:8](=[O:9])[OH:10].[Na+:27].[OH-:26]>>[NH:1]([CH:2]([CH2:3][CH2:4][C:5](=[O:6])[OH:7])[C:8](=[O:9])[OH:10])[C:12](=[O:13])[O:14][CH2:15][c:16]1[cH:17][cH:18][cH:19][cH:20][cH:21]1.